Dataset: the Open Reaction Database (ORD), a public repository of structured organic reaction records. Task: describe an organic reaction: reactants, conditions, products, and yield Reactants: [OH-].[Na+] (sodium hydroxide), C(C)OC1=C(C=CC(=C1)\C=C(\C(=O)OCC)/CC)C1=CC(=CC=C1)N(C(=O)NCCCCCCC)C (ethyl 2-[1-[2-ethoxy-3′-(3-heptyl-1-methylureido)biphenyl-4-yl]meth-(E)-ylidene]butyrate). Run in C(C)O (ethanol). Conditions: temperature 50 celsius. Product: C(C)OC1=C(C=CC(=C1)\C=C(\C(=O)O)/CC)C1=CC(=CC=C1)N(C(=O)NCCCCCCC)C (2-[1-[2-ethoxy-3′-(3-heptyl-1-methylureido)biphenyl-4-yl]meth-(E)-ylidene]butyric acid). Yield: 73.2%. Reaction SMILES: [OH-].[Na+].[CH2:3]([O:5][C:6]1[CH:11]=[C:10](/[CH:12]=[C:13](\[CH2:19][CH3:20])/[C:14]([O:16]CC)=[O:15])[CH:9]=[CH:8][C:7]=1[C:21]1[CH:26]=[CH:25][CH:24]=[C:23]([N:27]([CH3:38])[C:28]([NH:30][CH2:31][CH2:32][CH2:33][CH2:34][CH2:35][CH2:36][CH3:37])=[O:29])[CH:22]=1)[CH3:4]>C(O)C>[CH2:3]([O:5][C:6]1[CH:11]=[C:10](/[CH:12]=[C:13](\[CH2:19][CH3:20])/[C:14]([OH:16])=[O:15])[CH:9]=[CH:8][C:7]=1[C:21]1[CH:26]=[CH:25][CH:24]=[C:23]([N:27]([CH3:38])[C:28]([NH:30][CH2:31][CH2:32][CH2:33][CH2:34][CH2:35][CH2:36][CH3:37])=[O:29])[CH:22]=1)[CH3:4] |f:0.1|. Procedure details: 249 mg (6.2 mmol) of sodium hydroxide are added to a solution of 616 mg (0.65 mmol) of ethyl 2-[1-[2-ethoxy-3′-(3-heptyl-1-methylureido)biphenyl-4-yl]meth-(E)-ylidene]butyrate in 15 mL of ethanol. The reaction mixture is heated at 50° C. for 3 hours. The reaction medium is evaporated to dryness, taken up in water and extracted with ethyl acetate. The aqueous phase is acidified with aqueous 2 N hydrochloric acid solution and extracted with ethyl acetate. The organic phases are combined, washed wi... Product: COc1c(CC#N)cccc1Oc1ccccc1Cl. Reaction SMILES: [CH3:1][O:2][c:3]1[c:4]([O:11][c:12]2[c:13]([Cl:18])[cH:14][cH:15][cH:16][cH:17]2)[cH:5][cH:6][cH:7][c:8]1[CH2:9][Cl:10].[CH3:22][S:23](=[O:24])[CH3:25].[K:19][C:20]#[N:21]>>[CH3:1][O:2][c:3]1[c:4]([O:11][c:12]2[c:13]([Cl:18])[cH:14][cH:15][cH:16][cH:17]2)[cH:5][cH:6][cH:7][c:8]1[CH2:9][C:20]#[N:21]. Starting materials: COc1c(CCl)cccc1Oc1ccccc1Cl, CS(C)=O, N#C[K]. Reactants: [Si](C1=CC=CC=C1)(C1=CC=CC=C1)(C(C)(C)C)OC1=CC=C(OC[C@H](CNCCC2=CC=C(NC3CCN(CC3)C(=O)C3=NNC4=CC=CC=C34)C=C2)O)C=C1 ({4-[4-(2-{[(2S)-3-(4-{[tert-Butyl(diphenyl)silyl]oxy}phenoxy)-2-hydroxypropyl]amino}ethyl)anilino]-1-piperidinyl}(1H-indazol-3-yl)methanone). The solvent is C(Cl)(Cl)Cl.CO (chloroform methanol). The product is O[C@@H](CNCCC1=CC=C(C=C1)NC1CCN(CC1)C(=O)C1=NNC2=CC=CC=C12)COC1=CC=C(C=C1)O ([4-(4-{2-[(2S)-2-Hydroxy-3-(4-hydroxy-phenoxy)-propylamino]-ethyl}-phenylamino)-piperidin-1-yl]-(1H-indazol-3-yl)-methanone). The yield is 63.1%. As a reaction SMILES: [Si]([O:18][C:19]1[CH:56]=[CH:55][C:22]([O:23][CH2:24][C@@H:25]([OH:54])[CH2:26][NH:27][CH2:28][CH2:29][C:30]2[CH:53]=[CH:52][C:33]([NH:34][CH:35]3[CH2:40][CH2:39][N:38]([C:41]([C:43]4[C:51]5[C:46](=[CH:47][CH:48]=[CH:49][CH:50]=5)[NH:45][N:44]=4)=[O:42])[CH2:37][CH2:36]3)=[CH:32][CH:31]=2)=[CH:21][CH:20]=1)(C(C)(C)C)(C1C=CC=CC=1)C1C=CC=CC=1>C(Cl)(Cl)Cl.CO>[OH:54][C@H:25]([CH2:24][O:23][C:22]1[CH:21]=[CH:20][C:19]([OH:18])=[CH:56][CH:55]=1)[CH2:26][NH:27][CH2:28][CH2:29][C:30]1[CH:53]=[CH:52][C:33]([NH:34][CH:35]2[CH2:40][CH2:39][N:38]([C:41]([C:43]3[C:51]4[C:46](=[CH:47][CH:48]=[CH:49][CH:50]=4)[NH:45][N:44]=3)=[O:42])[CH2:37][CH2:36]2)=[CH:32][CH:31]=1 |f:1.2|. Procedure: {4-[4-(2-{[(2S)-3-(4-{[tert-Butyl(diphenyl)silyl]oxy}phenoxy)-2-hydroxypropyl]amino}ethyl)anilino]-1-piperidinyl}(1H-indazol-3-yl)methanone (0.093 g, 0.176 mmol) was reacted according to Procedure H (eluant: 5:1 chloroform-methanol) to give the title compound (0.059 g, 0.111 mmol).